This data is from the Open Reaction Database (ORD), a public repository of structured organic reaction records. The task is: describe an organic reaction: reactants, conditions, products, and yield The reactants are FC(F)(F)c1cc(Br)ccc1CBr, CCO, N#C[K], O, O. Product: N#CCc1ccc(Br)cc1C(F)(F)F. As a reaction SMILES: [Br:4][c:5]1[cH:6][c:7]([C:13]([F:14])([F:15])[F:16])[c:8]([CH2:11][Br:12])[cH:9][cH:10]1.[CH2:19]([OH:20])[CH3:21].[K:1][C:2]#[N:3].[OH2:17].[OH2:18]>>[C:2](#[N:3])[CH2:11][c:8]1[c:7]([C:13]([F:14])([F:15])[F:16])[cH:6][c:5]([Br:4])[cH:10][cH:9]1. Starting materials: [BH4-], CC(=O)O, CS(C)=O, O=[N+]([O-])C=Cc1cccc(OCC2CC2)c1, [Na+]. Product: O=[N+]([O-])CCc1cccc(OCC2CC2)c1. Reaction SMILES: [BH4-:21].[CH3:1][C:2](=[O:3])[OH:4].[CH3:23][S:24](=[O:25])[CH3:26].[CH:5]1([CH2:8][O:9][c:10]2[cH:11][c:12]([CH:16]=[CH:17][N+:18](=[O:19])[O-:20])[cH:13][cH:14][cH:15]2)[CH2:6][CH2:7]1.[Na+:22]>>[CH:5]1([CH2:8][O:9][c:10]2[cH:11][c:12]([CH2:16][CH2:17][N+:18](=[O:19])[O-:20])[cH:13][cH:14][cH:15]2)[CH2:6][CH2:7]1. Reactants: O1C(C(=O)O)C1C(=O)O.C(C)[K] (monoethyl potassium epoxysuccinate), C(C(=O)Cl)(=O)Cl (oxalyl chloride), C1(CCCCC1)N (cyclohexylamine). The product is C1(CCCCC1)NC(C1C(C(=O)OCC)O1)=O (ethyl N-cyclohexyl-2,3-epoxysuccinamate). The yield is 58.1%. RXN SMILES: [O:1]1[CH:6]([C:7]([OH:9])=[O:8])[CH:2]1[C:3]([OH:5])=O.[CH2:10]([K])[CH3:11].C(Cl)(=O)C(Cl)=O.[CH:19]1([NH2:25])[CH2:24][CH2:23][CH2:22][CH2:21][CH2:20]1>>[CH:19]1([NH:25][C:3](=[O:5])[CH:2]2[O:1][CH:6]2[C:7]([O:9][CH2:10][CH3:11])=[O:8])[CH2:24][CH2:23][CH2:22][CH2:21][CH2:20]1 |f:0.1|. Reported procedure: Following the procedure of Example 1, monoethyl potassium epoxysuccinate (5 g) was successively treated with oxalyl chloride (3.72 g) and cyclohexylamine (5 g) to give 3.5 g of ethyl N-cyclohexyl-2,3-epoxysuccinamate (Compound No. 19) as colorless needles melting at 98°-100° C. The reagents and catalysts are C(C)(=O)[O-].[Pd+2].C(C)(=O)[O-] (palladium acetate), C(C)(=O)[O-].[Pd+2].C(C)(=O)[O-] (palladium acetate), C1(=CC=CC=C1)P(C1=CC=CC=C1)C1=CC=CC=C1 (triphenylphosphine). Product: CC1C(C2=C(C=CC=C2C1)C1=CC=CC2=CC=CC=C12)=O (2-Methyl-7-(1-naphthyl)1-indanone). RXN SMILES: Cl[C:2]1[CH:3]=[CH:4][CH:5]=[C:6]2[C:10]=1[C:9](=[O:11])[CH:8]([CH3:12])[CH2:7]2.[C:13]1(B(O)O)[C:22]2[C:17](=[CH:18][CH:19]=[CH:20][CH:21]=2)[CH:16]=[CH:15][CH:14]=1.C(=O)([O-])[O-].[Na+].[Na+].C1(P(C2C=CC=CC=2)C2C=CC=CC=2)C=CC=CC=1>CC1C=CC=CC=1C.C([O-])(=O)C.[Pd+2].C([O-])(=O)C.C1(P(C2C=CC=CC=2)C2C=CC=CC=2)C=CC=CC=1.O>[CH3:12][CH:8]1[CH2:7][C:6]2[C:10](=[C:2]([C:21]3[C:22]4[C:17](=[CH:16][CH:15]=[CH:14][CH:13]=4)[CH:18]=[CH:19][CH:20]=3)[CH:3]=[CH:4][CH:5]=2)[C:9]1=[O:11] |f:2.3.4,7.8.9|. Reactants: ClC=1C=CC=C2CC(C(C12)=O)C (7-Chloro-2-methyl-1-indanone), C1(=CC=CC=C1)P(C1=CC=CC=C1)C1=CC=CC=C1 (triphenyl phosphine), C1(=CC=CC2=CC=CC=C12)B(O)O (naphthylboronic acid), C([O-])([O-])=O.[Na+].[Na+] (sodium carbonate). Conditions: temperature 100 celsius, time 8 hour. Procedure details: Using a method similar to Example 15b), 2.5 g (13.8 mmol) of 7-chloro-2-methyl-1-indanone (1), 2.97 g (17.3 mmol) of naphthylboronic acid and 3.66 g (34.6 mmol) of sodium carbonate were placed in 40 ml of o-xylene/5 ml of water in the reaction vessel, the mixture was degassed a number of times and saturated with argon. After addition of 1.55 mg (0.0069 mmol) of palladium acetate and 7.3 mg (0.027 mmol) of triphenylphosphine, the reaction mixture was stirred for 8 hours at 100° C. After 2, 4 and ... Yield: 86.7%. The solvent is O (water), CC=1C=CC=CC1C (o-xylene), O (water).